Dataset: the Open Reaction Database (ORD), a public repository of structured organic reaction records. Task: describe an organic reaction: reactants, conditions, products, and yield The reactants are C(C)(=O)NC(CNC(C)=O)C1=CC=CC=C1 (N,N'-Diacetyl-1-phenylethylenediamine), [N+](=O)(O)[O-] (HNO3), C(=O)(O)[O-].[Na+] (NaHCO3). Run at time 5 hour. Yields the product C(C)(=O)NC(CNC(C)=O)C1=CC=C(C=C1)[N+](=O)[O-] (N,N'-Diacetyl-1-(p-nitrophenyl)-ethylenediamine). Yield: 61.0%. RXN SMILES: [C:1]([NH:4][CH:5]([C:11]1[CH:16]=[CH:15][CH:14]=[CH:13][CH:12]=1)[CH2:6][NH:7][C:8](=[O:10])[CH3:9])(=[O:3])[CH3:2].C([O-])(O)=O.[Na+].[N+:22]([O-])([OH:24])=[O:23]>>[C:1]([NH:4][CH:5]([C:11]1[CH:12]=[CH:13][C:14]([N+:22]([O-:24])=[O:23])=[CH:15][CH:16]=1)[CH2:6][NH:7][C:8](=[O:10])[CH3:9])(=[O:3])[CH3:2] |f:1.2|. Procedure: 3 g, 0.014 mol of N,N'-Diacetyl-1-phenylethylenediamine was added slowly to 10 ml of 90% HNO3 at -40°. After stirring 5 hr at -40°, the solution was poured over ice and neutralized with NaHCO3. The product was extracted into ethyl acetate, and that was dried with MgSO4 and then evaporated to dryness under reduced pressure. The product was recrystallized from acetone/hexane, yielding 2.2 g (61%) of N,N'-Diacetyl-1-(p-nitrophenyl)-ethylenediamine mp 178°-180°. Anal. (C12H15N3O4) C, H, N were withi... Reactants: COC(COC=1C=C(C=CC1C)C1=CC=C(C=C1)OC)OC (3-(2,2-dimethoxy-ethoxy)-4′-methoxy-4-methyl-biphenyl), polyphosphoric acid. Solvent: ClC1=CC=CC=C1 (chlorobenzene), ClC1=CC=CC=C1 (chlorobenzene). Product: COC1=CC=C(C=C1)C1=CC=C(C2=C1C=CO2)C (4-(4-Methoxyphenyl)-7-methylbenzofuran). Reaction SMILES: CO[CH:3](OC)[CH2:4][O:5][C:6]1[CH:7]=[C:8]([C:13]2[CH:18]=[CH:17][C:16]([O:19][CH3:20])=[CH:15][CH:14]=2)[CH:9]=[CH:10][C:11]=1[CH3:12]>ClC1C=CC=CC=1>[CH3:20][O:19][C:16]1[CH:17]=[CH:18][C:13]([C:8]2[C:7]3[CH:3]=[CH:4][O:5][C:6]=3[C:11]([CH3:12])=[CH:10][CH:9]=2)=[CH:14][CH:15]=1. Procedure details: A mixture of polyphosphoric acid (approx. 0.5 g) and chlorobenzene was brought to reflux and 3-(2,2-dimethoxy-ethoxy)-4′-methoxy-4-methyl-biphenyl (1.61 g, 5.33 mmol) in chlorobenzene (12 ml) was added dropwise. After 4 h the reaction was cooled, passed through a silica plug (the plug was washed with ether), and concentrated to 1.26 g (100%) of product as a light tan solid: mp 40–41° C.; 1H NMR (300 MHz, DMSO-d6): δ 2.50 (3H, s), 3.82 (3H, s), 7.03 (1H, d, J=2.2 Hz), 7.07 (2H, d, J=9.5 Hz), 7.19... Solvent: CCO (EtOH). The product is ClC1=CC=C(C=C1)C=1SC(=CN1)C(=O)OCC (ethyl 2-(4-chlorophenyl)thiazole-5-carboxylate). Starting materials: C(=O)C(C(=O)OCC)Cl (ethyl formylchloroacetate), ClC1=CC=C(C(=S)N)C=C1 (4-chlorothiobenzamide). Conditions: temperature -20 celsius. Procedure: A solution of ethyl formylchloroacetate (1.45 g, 9.6 mmol; obtained according to Panizzi, L. Gazz. Chim.Ital., 1946, 76, 56) and 4-chlorothiobenzamide (1.76 g, 9.6 mmol) in EtOH (50 mL) was refluxed for 48 h. The reaction mixture was then cooled to -20° C. and the solid formed was filtered and dried to give ethyl 2-(4-chlorophenyl)thiazole-5-carboxylate (0.59 g, 23%): mp 144°-145° C.; 1H NMR (300 MHz, CDCl3) δ (TMS) 8.40 (s, 1H, thiazole), 7.92 (dt, Jt =1.8, Jd =8.6, 2H, arom), 7.44 (dt, Jt =1.8... The yield is 23.0%. RXN SMILES: [CH:1]([CH:3](Cl)[C:4]([O:6][CH2:7][CH3:8])=[O:5])=O.[Cl:10][C:11]1[CH:19]=[CH:18][C:14]([C:15]([NH2:17])=[S:16])=[CH:13][CH:12]=1>CCO>[Cl:10][C:11]1[CH:19]=[CH:18][C:14]([C:15]2[S:16][C:3]([C:4]([O:6][CH2:7][CH3:8])=[O:5])=[CH:1][N:17]=2)=[CH:13][CH:12]=1. Starting materials: N1C(CC2=CC=CC=C12)=O (oxindole), [Li+].C[Si](C)(C)[N-][Si](C)(C)C.C1CCOC1 (LiHMDS THF), O=C1OC(C2=C1C=CC=C2)C(=O)[O-].[Li+] (lithium 3-oxo-1,3-dihydro-2-benzofuran-1-carboxylate). The solvent is C(OC)COC (dimethoxyethane). Run at time 10 minute. Product: O=C1NC2=CC=CC=C2C1=C1OC(C2=CC=CC=C12)C(=O)O (3-(2-oxo-1,2-dihydro-indol-3-ylidene)-1,3-dihydro-isobenzofuran-1-carboxylic acid). Yield: 13.2%. RXN SMILES: [NH:1]1[C:9]2[C:4](=[CH:5][CH:6]=[CH:7][CH:8]=2)[CH2:3][C:2]1=[O:10].[Li+].C[Si]([N-][Si](C)(C)C)(C)C.C1COCC1.O=[C:27]1[C:31]2[CH:32]=[CH:33][CH:34]=[CH:35][C:30]=2[CH:29]([C:36]([O-:38])=[O:37])[O:28]1.[Li+]>C(COC)OC>[O:10]=[C:2]1[C:3](=[C:27]2[C:31]3[C:30](=[CH:35][CH:34]=[CH:33][CH:32]=3)[CH:29]([C:36]([OH:38])=[O:37])[O:28]2)[C:4]2[C:9](=[CH:8][CH:7]=[CH:6][CH:5]=2)[NH:1]1 |f:1.2.3,4.5|. Procedure: To a solution of oxindole (1.10 g, 8.27 mmol) in dimethoxyethane (30.0 ml) at room temperature was added 1.0M LiHMDS/THF (17.0 ml). The mixture was stirred for 10 minutes at room temperature, and lithium 3-oxo-1,3-dihydro-2-benzofuran-1-carboxylate (1.37 g, 7.44 mmol) was added in one portion. After the reaction was rapidly stirred at room temperature for 18 hours, it was quenched into 4% HCl aqueous solution (200 mL), and the mixture was stirred 5 minutes. The aqueous layer was extracted with E...